From a dataset of the Open Reaction Database (ORD), a public repository of structured organic reaction records. describe an organic reaction: reactants, conditions, products, and yield Reactants: ClC1=CC=C(C=C1)S(=O)(=O)N([C@@H](CCCNC(C)=O)C)C1=C(C=CC(=C1)Cl)Cl (4-chloro-N-[2,5-dichlorophenyl]-N-[(R)-1-methyl (acetylamino)butyl]benzenesulfonamide), C1(=CC=CC=C1)S(=O)(=O)N (benzenesulfonamide), ClC(=O)OC1=CC=CC=C1 (phenyl chloroformate). Yields the product ClC1=CC=C(C=C1)S(=O)(=O)N([C@@H](CCCNC(=O)OC1=CC=CC=C1)C)C1=C(C=CC(=C1)Cl)Cl (4-chloro-N-(2,5-dichlorophenyl)-N-[4-[[(phenoxy)carbonyl]amino]-1(R)-methylbutyl]benzenesulfonamide). Yield: 82.0%. RXN SMILES: [Cl:1][C:2]1[CH:7]=[CH:6][C:5]([S:8]([N:11]([C:21]2[CH:26]=[C:25]([Cl:27])[CH:24]=[CH:23][C:22]=2[Cl:28])[C@H:12]([CH3:20])[CH2:13][CH2:14][CH2:15][NH:16][C:17](=[O:19])C)(=[O:10])=[O:9])=[CH:4][CH:3]=1.C1(S(N)(=O)=O)C=CC=CC=1.ClC([O:42][C:43]1[CH:48]=[CH:47][CH:46]=[CH:45][CH:44]=1)=O>>[Cl:1][C:2]1[CH:7]=[CH:6][C:5]([S:8]([N:11]([C:21]2[CH:26]=[C:25]([Cl:27])[CH:24]=[CH:23][C:22]=2[Cl:28])[C@H:12]([CH3:20])[CH2:13][CH2:14][CH2:15][NH:16][C:17]([O:42][C:43]2[CH:48]=[CH:47][CH:46]=[CH:45][CH:44]=2)=[O:19])(=[O:10])=[O:9])=[CH:4][CH:3]=1. Procedure: 4-chloro-N-(2,5-dichlorophenyl)-N-[4-[[(phenoxy)carbonyl]amino]-1(R)-methylbutyl]benzenesulfonamide was prepared analogous to 4-chloro-N-[2,5-dichlorophenyl]-N-[(R)-1-methyl (acetylamino)butyl]benzenesulfonamide by reacting 4-chloro-N-[2,5-dichlorophenyl]-N-[R]-]-methyl-4-aminobutyl]benzenesulfonamide with phenyl chloroformate. Yield=82%; MS (ESI+), 541 (M+H)+. The reactants are O (H2O), P(C(C)(C)C)(C(C)(C)C)Cl ((Me3C)2P—Cl), ClC1=CC=C(C=C1)C (4-chlorotoluene), C1(=CC=CC=C1)B(O)O (PhB(OH)2), [F-].[Cs+] (CsF). The reagents and catalysts are CC(=O)[O-].CC(=O)[O-].[Pd+2] (Pd(OAc)2). Solvent: O1CCOCC1 (1,4-dioxane). Run at time 10 minute. Product: C1(=CC=CC=C1)C1=CC=C(C=C1)C (4-phenyltoluene). Reaction SMILES: P(Cl)(C(C)(C)C)C(C)(C)C.O.Cl[C:13]1[CH:18]=[CH:17][C:16]([CH3:19])=[CH:15][CH:14]=1.[C:20]1(B(O)O)[CH:25]=[CH:24][CH:23]=[CH:22][CH:21]=1.[F-].[Cs+]>CC([O-])=O.CC([O-])=O.[Pd+2].O1CCOCC1>[C:20]1([C:13]2[CH:18]=[CH:17][C:16]([CH3:19])=[CH:15][CH:14]=2)[CH:25]=[CH:24][CH:23]=[CH:22][CH:21]=1 |f:4.5,6.7.8|. Reported procedure: In the drybox, 1100 mg (6.09 mm) of (Me3C)2P—Cl, 670 mg (2.98 mmol) of Pd(OAc)2 and 100 mL of 1,4-dioxane were loaded into a round-bottomed flask (250 mL) equipped with a magnetic stir bar. The resulting mixture was stirred at room temperature for 10 min before the flask was removed from the glove box. The mixture was refluxed under open-to-air condition. The progress of the reaction was monitored by phosphorus-31 NMR spectroscopy. After 2 h, approximately 95% of the reaction had proceeded. The ... Reactants: Cl.FC1=CC=C2C(=NNC2=C1)N1CCNCC1 (6-fluoro-3-(1-piperazinyl)-1H-indazole hydrochloride), C(=O)([O-])[O-].[K+].[K+] (K2CO3), BrCCCCOC1=C(C=C(C=C1)C(C)=O)OC (1-[4-(4-bromobutoxy)-3-methoxyphenyl]ethanone), CN(C=O)C (dimethylformamide). The solvent is O (water). Run at temperature 75 celsius. Yields the product FC1=CC=C2C(=NNC2=C1)N1CCN(CC1)CCCCOC1=C(C=C(C=C1)C(C)=O)OC (1-[4-[4-[4-(6-Fluoro-1H-indazol-3-yl)-1-piperazinyl]butoxy]-3-methoxyphenyl]-ethanone). Isolated yield 35.8%. As a reaction SMILES: Cl.[F:2][C:3]1[CH:11]=[C:10]2[C:6]([C:7]([N:12]3[CH2:17][CH2:16][NH:15][CH2:14][CH2:13]3)=[N:8][NH:9]2)=[CH:5][CH:4]=1.C([O-])([O-])=O.[K+].[K+].Br[CH2:25][CH2:26][CH2:27][CH2:28][O:29][C:30]1[CH:35]=[CH:34][C:33]([C:36](=[O:38])[CH3:37])=[CH:32][C:31]=1[O:39][CH3:40].CN(C)C=O>O>[F:2][C:3]1[CH:11]=[C:10]2[C:6]([C:7]([N:12]3[CH2:13][CH2:14][N:15]([CH2:25][CH2:26][CH2:27][CH2:28][O:29][C:30]4[CH:35]=[CH:34][C:33]([C:36](=[O:38])[CH3:37])=[CH:32][C:31]=4[O:39][CH3:40])[CH2:16][CH2:17]3)=[N:8][NH:9]2)=[CH:5][CH:4]=1 |f:0.1,2.3.4|. Procedure: A stirred mixture of 6-fluoro-3-(1-piperazinyl)-1H-indazole hydrochloride (5.0 g, 19 mmol), K2CO3 (5.8 g) and 1-[4-(4-bromobutoxy)-3-methoxyphenyl]ethanone (6.3 g, 21 mmol) and dimethylformamide (80 ml) was heated at 75° C for 6 hours. The reaction was poured into water, and an off-white solid formed from solution. The solid was collected and dried to yield 4.5 g of crude product. The compound was recrystallized from ethanol (3 times) to afford 3.0 g of an off-white solid. The solid was chromato... The reactants are O=C(O)C(F)(F)F, COc1ccc(CN(Cc2ccc(OC)cc2)c2nc(C)nc(-c3cc(CN4CCC4)cnc3Nc3ccc(OC)nc3)n2)cc1, O=S(=O)(O)C(F)(F)F. The product is COc1ccc(Nc2ncc(CN3CCC3)cc2-c2nc(C)nc(N)n2)cn1. As a reaction SMILES: [F:55][C:56]([F:57])([F:58])[C:59]([OH:60])=[O:61].[N:1]1([CH2:5][c:6]2[cH:7][c:8](-[c:21]3[n:22][c:23]([N:28]([CH2:29][c:30]4[cH:31][cH:32][c:33]([O:34][CH3:35])[cH:36][cH:37]4)[CH2:38][c:39]4[cH:40][cH:41][c:42]([O:43][CH3:44])[cH:45][cH:46]4)[n:24][c:25]([CH3:27])[n:26]3)[c:9]([NH:12][c:13]3[cH:14][n:15][c:16]([O:19][CH3:20])[cH:17][cH:18]3)[n:10][cH:11]2)[CH2:2][CH2:3][CH2:4]1.[OH:47][S:48]([C:49]([F:50])([F:51])[F:52])(=[O:53])=[O:54]>>[N:1]1([CH2:5][c:6]2[cH:7][c:8](-[c:21]3[n:22][c:23]([NH2:28])[n:24][c:25]([CH3:27])[n:26]3)[c:9]([NH:12][c:13]3[cH:14][n:15][c:16]([O:19][CH3:20])[cH:17][cH:18]3)[n:10][cH:11]2)[CH2:2][CH2:3][CH2:4]1.